This data is from the Open Reaction Database (ORD), a public repository of structured organic reaction records. The task is: describe an organic reaction: reactants, conditions, products, and yield Reactants: N1=CC=CC=C1 (pyridine), C1(CCCCC1)C=C(C(C(C)(C)C)O)N1N=CN=C1 (1-cyclohexyl-4,4-dimethyl-2-(1,2,4-triazol-1-yl)-pent-1-en-3-ol), C([O-])(O)=O.[Na+] (sodium bicarbonate). Run in C(C)(=O)OC(C)=O (acetic anhydride). Run at temperature 70 celsius, time 4 hour. Product: C(C)(=O)OC(C(=CC1CCCCC1)N1N=CN=C1)C(C)(C)C (3-acetoxy-1-cyclohexyl-4,4-dimethyl-2-(1,2,4-triazol-1-yl)-pent-1-ene). Yield: 70.8%. As a reaction SMILES: N1[CH:6]=[CH:5]C=CC=1.[CH:7]1([CH:13]=[C:14]([N:21]2[CH:25]=[N:24][CH:23]=[N:22]2)[CH:15]([OH:20])[C:16]([CH3:19])([CH3:18])[CH3:17])[CH2:12][CH2:11][CH2:10][CH2:9][CH2:8]1.C(=O)(O)[O-:27].[Na+]>C(OC(=O)C)(=O)C>[C:5]([O:20][CH:15]([C:16]([CH3:19])([CH3:18])[CH3:17])[C:14]([N:21]1[CH:25]=[N:24][CH:23]=[N:22]1)=[CH:13][CH:7]1[CH2:8][CH2:9][CH2:10][CH2:11][CH2:12]1)(=[O:27])[CH3:6] |f:2.3|. Procedure details: 2 ml of pyridine were added to a solution of 13.15 g (0.05 mol) of 1-cyclohexyl-4,4-dimethyl-2-(1,2,4-triazol-1-yl)-pent-1-en-3-ol (Example 2) in 100 ml of acetic anhydride. The mixture was stirred at 70° C. for 4 hours. Thereafter, the reaction mixture was poured onto water and neutralised with sodium bicarbonate. The aqueous phase was extracted several times with ether. The combined ether phases were dried over sodium sulphate and concentrated. 11.2 g (70.8% of theory) of 3-acetoxy-1-cyclohexy... Reactants: C(C1=CC=CC=C1)OCC1OC1 (2-benzyloxymethyl-oxirane), N#CN.[Na] (sodium hydrogen cyanamide). Yields the product C(C1=CC=CC=C1)OCC1CN=C(O1)N (5-Benzyloxymethyl-4,5-dihydro-oxazol-2-ylamine). Reaction SMILES: [CH2:1]([O:8][CH2:9][CH:10]1[CH2:12][O:11]1)[C:2]1[CH:7]=[CH:6][CH:5]=[CH:4][CH:3]=1.[N:13]#[C:14][NH2:15].[Na]>>[CH2:1]([O:8][CH2:9][CH:10]1[O:11][C:14]([NH2:15])=[N:13][CH2:12]1)[C:2]1[CH:3]=[CH:4][CH:5]=[CH:6][CH:7]=1 |f:1.2,^1:15|. Reported procedure: The title compound was prepared from 2-benzyloxymethyl-oxirane and sodium hydrogen cyanamide according to the procedures employed for the preparation of the compound in Step 2 of Example 1. Starting materials: C(C(=O)Cl)(=O)Cl (oxalyl chloride), COC(COC=1C2=C(N=CN1)N(C(=C2)CC)CC2=CC(=CC=C2)F)=O ([[6-ethyl-7-[(3-fluorophenyl)methyl]-7H-pyrrolo[2,3-d]pyrimidin-4-yl]oxy]acetic acid methyl ester), N1=CC=CC=C1 (pyridine), C(C(=O)Cl)(=O)Cl (oxalyl chloride). Run in C(Cl)(Cl)Cl (chloroform). Reaction conditions: time 30 hour. Yields the product COC(COC=1C2=C(N=CN1)N(C(=C2C(C(=O)N)=O)CC)CC2=CC(=CC=C2)F)=O ([[5-(aminooxoacetyl)-6-ethyl-7-[(3-fluorophenyl)methyl]-7H-pyrrolo[2,3-d]pyrimidin-4-yl]oxy]acetic acid methyl ester). The yield is 17.0%. RXN SMILES: [CH3:1][O:2][C:3](=[O:25])[CH2:4][O:5][C:6]1[C:7]2[CH:14]=[C:13]([CH2:15][CH3:16])[N:12]([CH2:17][C:18]3[CH:23]=[CH:22][CH:21]=[C:20]([F:24])[CH:19]=3)[C:8]=2[N:9]=[CH:10][N:11]=1.[C:26](Cl)(=[O:30])[C:27](Cl)=[O:28].[N:32]1C=CC=CC=1>C(Cl)(Cl)Cl>[CH3:1][O:2][C:3](=[O:25])[CH2:4][O:5][C:6]1[C:7]2[C:14]([C:26](=[O:30])[C:27]([NH2:32])=[O:28])=[C:13]([CH2:15][CH3:16])[N:12]([CH2:17][C:18]3[CH:23]=[CH:22][CH:21]=[C:20]([F:24])[CH:19]=3)[C:8]=2[N:9]=[CH:10][N:11]=1. Reported procedure: To a suspension of 140 mg (0.407 mmol) of [[6-ethyl-7-[(3-fluorophenyl)methyl]-7H-pyrrolo[2,3-d]pyrimidin-4-yl]oxy]acetic acid methyl ester in 5 mL of chloroform was added 0.053 mL of oxalyl chloride followed by 0.10 mL of pyridine. The reaction was stirred for 30 hours at ambient temperature then an additional 0.10 mL of oxalyl chloride was added. This mixture was stirred and additional 2 days then quenched into 4.0 mL of dilute ammonium hydroxide. The product was extracted into 4.0 mL of methy... The reactants are FC=1C=C2C=3CCC4(OCCO4)CC3NC2=CC1 (6-fluoro-1,3,4,9-tetrahydrospiro[carbazole-2,2′-[1,3]dioxolane]), crude product, C (charcoal). Run in CO (methanol). Product: FC=1C=C2C=3CCC(CC3NC2=CC1)=O (6-Fluoro-1,3,4,9-tetrahydro-2H-carbazol-2-one). The yield is 26.1%. RXN SMILES: [F:1][C:2]1[CH:3]=[C:4]2[C:16](=[CH:17][CH:18]=1)[NH:15][C:14]1[CH2:13][C:8]3(OCC[O:9]3)[CH2:7][CH2:6][C:5]2=1.C>CO>[F:1][C:2]1[CH:3]=[C:4]2[C:16](=[CH:17][CH:18]=1)[NH:15][C:14]1[CH2:13][C:8](=[O:9])[CH2:7][CH2:6][C:5]2=1. Procedure: The title compound was prepared according to the procedure of Example 43 step C by replacing the 1,3,4,9-tetrahydrospiro[carbazole-2,2′-[1,3]dioxolane] with 6-fluoro-1,3,4,9-tetrahydrospiro[carbazole-2,2′-[1,3]dioxolane] (6.058 g, 0.0245 mol). The crude product was dissolved in warm methanol, treated with charcoal, filtered over Celite and the filtrate evaporated to dryness. The residue was slurried in a small amount of methanol, the off white solid collected and dried to provide the title compo... The reactants are C1CCC2=NCCCN2CC1, COCCOC, Cl, N#Cc1c(OS(=O)(=O)C(F)(F)F)cc(N)nc1-c1ccco1, NCc1ncc(C(F)(F)F)cc1Cl. Yields the product N#Cc1c(NCc2ncc(C(F)(F)F)cc2Cl)cc(N)nc1-c1ccco1. As a reaction SMILES: [CH2:37]1[CH2:38][CH2:39][C:40]2=[N:45][CH2:44][CH2:43][CH2:42][N:41]2[CH2:46][CH2:47]1.[CH3:48][O:49][CH2:50][CH2:51][O:52][CH3:53].[ClH:23].[NH2:1][c:2]1[cH:3][c:4]([O:15][S:16]([C:17]([F:18])([F:19])[F:20])(=[O:21])=[O:22])[c:5]([C:13]#[N:14])[c:6](-[c:8]2[o:9][cH:10][cH:11][cH:12]2)[n:7]1.[NH2:24][CH2:25][c:26]1[n:27][cH:28][c:29]([C:33]([F:34])([F:35])[F:36])[cH:30][c:31]1[Cl:32]>>[NH2:1][c:2]1[cH:3][c:4]([NH:24][CH2:25][c:26]2[n:27][cH:28][c:29]([C:33]([F:34])([F:35])[F:36])[cH:30][c:31]2[Cl:32])[c:5]([C:13]#[N:14])[c:6](-[c:8]2[o:9][cH:10][cH:11][cH:12]2)[n:7]1. The reactants are N1([C@H](C(=O)O)CCC1)C(=O)OC(C)(C)C (Boc-Pro-OH), NCC(=O)OCC1=CC=CC=C1 (H-Gly-OBzl), C=1C=CC2=C(C1)N=NN2O (HOBt), C1CCC(CC1)N=C=NC2CCCCC2 (DCC). The solvent is CC(OCC)=O (EA), CN(C)C=O (DMF). Run at time 48 hour. Yields the product N1[C@H](C(=O)NCC(=O)OCC2=CC=CC=C2)CCC1 (H-Pro-Gly-OBzl). As a reaction SMILES: [N:1]1(C(OC(C)(C)C)=O)[CH2:8][CH2:7][CH2:6][C@H:2]1[C:3]([OH:5])=O.[NH2:16][CH2:17][C:18]([O:20][CH2:21][C:22]1[CH:27]=[CH:26][CH:25]=[CH:24][CH:23]=1)=[O:19].C1C=CC2N(O)N=NC=2C=1.C1CCC(N=C=NC2CCCCC2)CC1>CC(=O)OCC.CN(C=O)C>[NH:1]1[CH2:8][CH2:7][CH2:6][C@H:2]1[C:3]([NH:16][CH2:17][C:18]([O:20][CH2:21][C:22]1[CH:27]=[CH:26][CH:25]=[CH:24][CH:23]=1)=[O:19])=[O:5]. Reported procedure: 5.0 g of Boc-Pro-OH, 7.4 g of H-Gly-OBzl, 3.0 ml of NEM and 3.1 g of HOBt are dissolved in 50 ml of EA with the addition of 5 ml of DMF. 4.8 g of DCC are added, and the mixture is left to stir at room temperature for 48 hours. After concentration in vacuo, the residue is dissolved in 50 ml of EA, and the solution is extracted by shaking twice with 30 ml of aqueous citric acid solution and twice with saturated aqueous sodium bicarbonate solution, and the organic phase is dried over sodium sulfate...